From a dataset of the Open Reaction Database (ORD), a public repository of structured organic reaction records. describe an organic reaction: reactants, conditions, products, and yield Starting materials: C1CCOC1, CC(C)(C)OC(=O)NC(CO[Si](C)(C)C(C)(C)C)CC1CCCC1, O. Reaction SMILES: [CH2:26]1[O:27][CH2:28][CH2:29][CH2:30]1.[CH:1]1([CH2:6][CH:7]([CH2:8][O:9][Si:10]([C:11]([CH3:12])([CH3:13])[CH3:14])([CH3:15])[CH3:16])[NH:17][C:18]([O:19][C:20]([CH3:21])([CH3:22])[CH3:23])=[O:24])[CH2:2][CH2:3][CH2:4][CH2:5]1.[OH2:25]>>[CH:1]1([CH2:6][CH:7]([CH2:8][OH:9])[NH:17][C:18]([O:19][C:20]([CH3:21])([CH3:22])[CH3:23])=[O:24])[CH2:2][CH2:3][CH2:4][CH2:5]1. Product: CC(C)(C)OC(=O)NC(CO)CC1CCCC1. The product is C(C)N1C[C@H](CC1)CC#N (2-((R)-1-ethylpyrrolidin-3-yl)acetonitrile). As a reaction SMILES: I[CH2:2][CH3:3].[NH:4]1[CH2:8][CH2:7][C@H:6]([CH2:9][C:10]#[N:11])[CH2:5]1.C(=O)([O-])[O-].[K+].[K+]>C(#N)C>[CH2:2]([N:4]1[CH2:8][CH2:7][C@H:6]([CH2:9][C:10]#[N:11])[CH2:5]1)[CH3:3] |f:2.3.4|. Procedure details: Iodoethane (6.46 g) was added in portions to a cooled mixture of 2-((R)-pyrrolidin-3-yl)acetonitrile (Intermediate 210, 4.6 g) and potassium carbonate (8.6 g) in acetonitrile (30 mL) at 0° C. The mixture was stirred for 3 hours at 0° C. then concentrated under vacuum. The residue was partitioned between water and DCM. The organic layer was washed with brine, dried (Na2SO4) and filtered. The filtrate was evaporated to dryness to give 2-((R)-1-ethylpyrrolidin-3-yl)acetonitrile (2.1 g) as a colourl... The reactants are ICC (Iodoethane), N1C[C@H](CC1)CC#N (2-((R)-pyrrolidin-3-yl)acetonitrile), N1C[C@H](CC1)CC#N (2-((R)-pyrrolidin-3-yl)acetonitrile), C([O-])([O-])=O.[K+].[K+] (potassium carbonate). The solvent is C(C)#N (acetonitrile). The yield is 36.7%. Run at temperature 0 celsius, time 3 hour.